This data is from the Open Reaction Database (ORD), a public repository of structured organic reaction records. The task is: describe an organic reaction: reactants, conditions, products, and yield Starting materials: BrCc1ccccc1, O=C([O-])[O-], CCN(Cc1cc(C(=O)O)ccc1Br)C(=O)OCc1ccccc1, CC#N, [Cs+], [Cs+]. The product is CCN(Cc1cc(C(=O)OCc2ccccc2)ccc1Br)C(=O)OCc1ccccc1. Reaction SMILES: [Br:31][CH2:32][c:33]1[cH:34][cH:35][cH:36][cH:37][cH:38]1.[C:25](=[O:26])([O-:27])[O-:28].[CH2:1]([c:2]1[cH:3][cH:4][cH:5][cH:6][cH:7]1)[O:8][C:9](=[O:10])[N:11]([CH2:12][CH3:13])[CH2:14][c:15]1[cH:16][c:17]([C:18](=[O:19])[OH:20])[cH:21][cH:22][c:23]1[Br:24].[CH3:39][C:40]#[N:41].[Cs+:29].[Cs+:30]>>[CH2:1]([c:2]1[cH:3][cH:4][cH:5][cH:6][cH:7]1)[O:8][C:9](=[O:10])[N:11]([CH2:12][CH3:13])[CH2:14][c:15]1[cH:16][c:17]([C:18]([O:19][CH2:32][c:33]2[cH:34][cH:35][cH:36][cH:37][cH:38]2)=[O:20])[cH:21][cH:22][c:23]1[Br:24].